From a dataset of the Open Reaction Database (ORD), a public repository of structured organic reaction records. describe an organic reaction: reactants, conditions, products, and yield The reactants are CC1=CC=C(C=N1)\C=C/N1C2=C(C=3C=C(C=CC13)S(=O)(=O)C)CN1CCC2CC1 (6-[(Z)-2-(6-methylpyridin-3-yl)vinyl]-9-(methylsulfonyl)-3,4,5,6-tetrahydro-1H-2,5-ethanoazepino[4,3-b]indole). Reagents/catalysts: [Pt]=O (platinum oxide). Run in CO (methanol). Product: CC1=CC=C(C=N1)CCN1C2=C(C=3C=C(C=CC13)S(=O)(=O)C)CN1CCC2CC1 (6-[2-(6-methylpyridin-3-yl)ethyl]-9-(methylsulfonyl)-3,4,5,6-tetrahydro-1H-2,5-ethanoazepino[4,3-b]indole). RXN SMILES: [CH3:1][C:2]1[N:7]=[CH:6][C:5](/[CH:8]=[CH:9]\[N:10]2[C:18]3[CH:17]=[CH:16][C:15]([S:19]([CH3:22])(=[O:21])=[O:20])=[CH:14][C:13]=3[C:12]3[CH2:23][N:24]4[CH2:29][CH2:28][CH:27]([C:11]2=3)[CH2:26][CH2:25]4)=[CH:4][CH:3]=1>CO.[Pt]=O>[CH3:1][C:2]1[N:7]=[CH:6][C:5]([CH2:8][CH2:9][N:10]2[C:18]3[CH:17]=[CH:16][C:15]([S:19]([CH3:22])(=[O:20])=[O:21])=[CH:14][C:13]=3[C:12]3[CH2:23][N:24]4[CH2:25][CH2:26][CH:27]([C:11]2=3)[CH2:28][CH2:29]4)=[CH:4][CH:3]=1. Reported procedure: A solution of 6-[(Z)-2-(6-methylpyridin-3-yl)vinyl]-9-(methylsulfonyl)-3,4,5,6-tetrahydro-1H-2,5-ethanoazepino[4,3-b]indole (20 mg, 0.049 mmol; Example 181) in methanol was treated with platinum oxide under a hydrogen atmosphere (1 atm) at 40° C. for 16 hours to afford the title compound: 1H NMR (300 MHz, methanol-d4) δ ppm 1.62-1.76 (m, 2H), 1.90-2.05 (m, 2H), 2.40 (s, 3H), 2.91-3.24 (m, 10H), 4.26 (s, 2H), 4.49 (t, J=6 Hz, 2H), 7.11 (d, J=8 Hz, 1H), 7.34 (dd, J=8, 2 Hz, 1H), 7.42 (d, J=9 Hz, 1... Starting materials: ClC1=CC=C(CNC2CCC=3NC(=CC32)C(=O)OC)C=C1 (methyl 4-(4-chlorobenzylamino)-1,4,5,6-tetrahydrocyclopenta[b]pyrrole-2-carboxylate), [OH-].[Li+] (lithium hydroxide), CO (methanol). The solvent is C1CCOC1 (THF). The product is ClC1=CC=C(CNC2CCC=3NC(=CC32)C(=O)O)C=C1 (4-(4-chlorobenzylamino)-1,4,5,6-tetrahydrocyclopenta[b]pyrrole-2-carboxylic acid). Isolated yield 14.0%. RXN SMILES: [Cl:1][C:2]1[CH:21]=[CH:20][C:5]([CH2:6][NH:7][CH:8]2[C:15]3[CH:14]=[C:13]([C:16]([O:18]C)=[O:17])[NH:12][C:11]=3[CH2:10][CH2:9]2)=[CH:4][CH:3]=1.[OH-].[Li+].CO>C1COCC1>[Cl:1][C:2]1[CH:3]=[CH:4][C:5]([CH2:6][NH:7][CH:8]2[C:15]3[CH:14]=[C:13]([C:16]([OH:18])=[O:17])[NH:12][C:11]=3[CH2:10][CH2:9]2)=[CH:20][CH:21]=1 |f:1.2|. Reported procedure: The title compound was synthesized from methyl 4-(4-chlorobenzylamino)-1,4,5,6-tetrahydrocyclopenta[b]pyrrole-2-carboxylate (0.023 g, 0.075 mmol) and lithium hydroxide (0.023 g, 0.55 mmol in 3 mL water), according to General Procedure 7. A 1:1 mixture of methanol (MeOH) and THF (6 mL) was used. The resulting product was purified by reverse phase chromatography, eluting with MeOH in water (0.1% formic acid) a to afford a yellow solid: 3 mg, 14% yield. 1H NMR (400 MHz, METHANOL-d4) δ ppm 2.47-2.58... Starting materials: hydrochloride salt, C(=C)C1=CC(CCC1)=O (3-Vinyl-cyclohex-2-enone), C(CC)NCCC (dipropylamine), C(=O)([O-])[O-].[Cs+].[Cs+] (Cs2CO3), [K+].[Br-] (KBr). Solvent: C(C)OCC (diethylether), C(C)#N (acetonitril). Conditions: time 3 hour. The product is C(CC)N(CCC1=CC(CCC1)=O)CCC (3-(2-Dipropylamino-ethyl)-cyclohex-2-enone). Reaction SMILES: [CH:1]([C:3]1[CH2:8][CH2:7][CH2:6][C:5](=[O:9])[CH:4]=1)=[CH2:2].[CH2:10]([NH:13][CH2:14][CH2:15][CH3:16])[CH2:11][CH3:12].C([O-])([O-])=O.[Cs+].[Cs+].[K+].[Br-]>C(#N)C.C(OCC)C>[CH2:10]([N:13]([CH2:14][CH2:15][CH3:16])[CH2:2][CH2:1][C:3]1[CH2:8][CH2:7][CH2:6][C:5](=[O:9])[CH:4]=1)[CH2:11][CH3:12] |f:2.3.4,5.6|. Procedure: 3-Vinyl-cyclohex-2-enone (0.75 g, 6.1 mmol) (prepared according to Nasarow's method) was dissolved in acetonitril (1 mL) and dipropylamine (1.5 g, 16 mmol) was added followed by Cs2CO3 (50 mg). After stirring the mixture at rt for 3 h it was diluted with diethylether (100 mL), filtered and evaporated to dryness. The residue was destined in vacuo (175° C., 0.01 mm Hg) to give a slightly yellow oil which was converted to the hydrochloride salt. Recrystallization from isopropyl ether/isopropyl alco... Starting materials: ClC1=CC(=C(C=C1Cl)NC(CC1=CC(=CC=C1)C)=O)[N+](=O)[O-] (4,5-Dichloro-2-nitro-1-[(3-methylphenyl)acetamido]benzene), ClC=1C=C2[N+](=C(C(NC2=CC1Cl)=O)C1=CC=C(C=C1)OC)[O-] (6,7-Dichloro-3-(4'-methoxyphenyl)-1,2-dihydroquinoxalin-2-one-4-oxide), [K+].[Br-] (KBr). Solvent: CCO (EtOH). Yields the product ClC=1C=C2[N+](=C(C(NC2=CC1Cl)=O)C1=C(C=CC=C1)O)[O-] (6,7-Dichloro-3-(2'-hydroxyphenyl)-1,2-dihydroquinoxalin-2-one-4-oxide). Yield: 30.0%. Reaction SMILES: [Cl:1][C:2]1[C:7]([Cl:8])=[CH:6][C:5]([NH:9][C:10](=[O:19])[CH2:11][C:12]2[CH:17]=[CH:16][CH:15]=[C:14](C)[CH:13]=2)=[C:4]([N+:20]([O-:22])=O)[CH:3]=1.ClC1C=C2C(=CC=1Cl)NC(=[O:35])C(C1C=CC(OC)=CC=1)=[N+]2[O-].[K+].[Br-]>CCO>[Cl:1][C:2]1[CH:3]=[C:4]2[C:5](=[CH:6][C:7]=1[Cl:8])[NH:9][C:10](=[O:19])[C:11]([C:12]1[CH:17]=[CH:16][CH:15]=[CH:14][C:13]=1[OH:35])=[N+:20]2[O-:22] |f:2.3|. Reported procedure: The title compound was prepared according to the general procedure of Example 15, except that nitrone 133 is substituted for nitrone 128. Yield: 30%; mp 266°-268° C. (from EtOH); IR (KBr) 3440, 3218, 3102, 2929, 1674, 1619, 1470, 1348, 1143 and 1112 cm-1 ; 1H NMR (in DMSO-d6) δ6.86 (m, 2H), 7.25 (m, 2H), 7.53 (s, 1H), 8.28 (s, 1H), 9.41 (br.s, 1H, O--H), 12.57 (br.s, 1H, N--H); HPLC: 99%; HRMS Calcd for C14H8N2O3Cl2 : 321.9912. The reactants are BrC=1C(=NC=C(C(=O)NC2=CC=C(C=C2)S(=O)C(F)(F)F)C1)Cl (5-bromo-6-chloro-N-(4-((trifluoromethyl)sulfinyl)phenyl)nicotinamide), N1C[C@@H](CC1)O ((R)-pyrrolidin-3-ol). Product: BrC=1C(=NC=C(C(=O)NC2=CC=C(C=C2)S(=O)C(F)(F)F)C1)N1C[C@@H](CC1)O (5-Bromo-6-((R)-3-hydroxypyrrolidin-1-yl)-N-(4-((trifluoromethyl)sulfinyl)phenyl)nicotinamide). As a reaction SMILES: [Br:1][C:2]1[C:3](Cl)=[N:4][CH:5]=[C:6]([CH:22]=1)[C:7]([NH:9][C:10]1[CH:15]=[CH:14][C:13]([S:16]([C:18]([F:21])([F:20])[F:19])=[O:17])=[CH:12][CH:11]=1)=[O:8].[NH:24]1[CH2:28][CH2:27][C@@H:26]([OH:29])[CH2:25]1>>[Br:1][C:2]1[C:3]([N:24]2[CH2:28][CH2:27][C@@H:26]([OH:29])[CH2:25]2)=[N:4][CH:5]=[C:6]([CH:22]=1)[C:7]([NH:9][C:10]1[CH:15]=[CH:14][C:13]([S:16]([C:18]([F:21])([F:20])[F:19])=[O:17])=[CH:12][CH:11]=1)=[O:8]. Procedure: The title compound was prepared in an analogous fashion to that described in Stage 33.1 using 5-bromo-6-chloro-N-(4-((trifluoromethyl)sulfinyl)phenyl)nicotinamide (Stage 222.2) and (R)-pyrrolidin-3-ol to afford an amorphous off-white solid. HPLC (Condition 4) tR=4.83 min, UPLC-MS (Condition 3) tR=0.95 min, m/z=478.2 [M+H]+. Starting materials: BrC(C(=O)OCC)(F)F (ethyl bromodifluoroacetate), BrC(C)Br (dibromoethane), C12C(C3CC(CC(C1)C3)C2)C=O (2-adamantanecarbaldehyde), B(OC)(OC)OC (trimethyl borate), Cl (hydrochloric acid). The reagents and catalysts are [Zn] (zinc). Solvent: O1CCCC1 (tetrahydrofuran), O1CCCC1 (tetrahydrofuran), C(C)(=O)OCC (Ethyl acetate). Conditions: temperature 60 celsius, time 10 hour. Product: C12(CC3CC(CC(C1)C3)C2)C(C(C(=O)OCC)(F)F)O (ethyl 3-(1-adamantyl)-2,2-difluoro-3-hydroxypropionate). Yield: 54.0%. Reaction SMILES: Br[C:2]([F:9])([F:8])[C:3]([O:5][CH2:6][CH3:7])=[O:4].BrC(Br)C.[CH:14]12[CH2:23][CH:18]3[CH2:19][CH:20]([CH2:22][CH:16]([CH2:17]3)[CH:15]1C=O)[CH2:21]2.B(OC)(OC)[O:27][CH3:28].Cl>[Zn].C(OCC)(=O)C.O1CCCC1>[C:14]12([CH:28]([OH:27])[C:2]([F:9])([F:8])[C:3]([O:5][CH2:6][CH3:7])=[O:4])[CH2:15][CH:16]3[CH2:17][CH:18]([CH2:19][CH:20]([CH2:22]3)[CH2:21]1)[CH2:23]2. Procedure: A mixture of 40 g of ethyl bromodifluoroacetate, 3.7 g of dibromoethane and 50 g of tetrahydrofuran was added dropwise to a mixture of 13 g of zinc, 29 g of 2-adamantanecarbaldehyde, 60 mL of trimethyl borate, and 50 g of tetrahydrofuran at a temperature of 50° C., followed by stirring for 10 hours at 60° C. Thereafter, 100 g of 5 wt % hydrochloric acid was added to quench the reaction. Ethyl acetate, 200 g, was added to the reaction solution, from which the organic layer was extracted. The orga... Starting materials: COC(=O)C(Cc1ccccc1)Oc1ccc2cc(-c3ccc(-c4ccccc4)n3C)ccc2c1, CO, [Na+], [OH-], O. The product is Cn1c(-c2ccccc2)ccc1-c1ccc2cc(OC(Cc3ccccc3)C(=O)O)ccc2c1. RXN SMILES: [CH3:1][n:2]1[c:3](-[c:13]2[cH:14][c:15]3[cH:16][cH:17][c:18]([O:23][CH:24]([C:25](=[O:26])[O:27][CH3:28])[CH2:29][c:30]4[cH:31][cH:32][cH:33][cH:34][cH:35]4)[cH:19][c:20]3[cH:21][cH:22]2)[cH:4][cH:5][c:6]1-[c:7]1[cH:8][cH:9][cH:10][cH:11][cH:12]1.[CH3:38][OH:39].[Na+:37].[OH-:36].[OH2:40]>>[CH3:1][n:2]1[c:3](-[c:13]2[cH:14][c:15]3[cH:16][cH:17][c:18]([O:23][CH:24]([C:25](=[O:26])[OH:27])[CH2:29][c:30]4[cH:31][cH:32][cH:33][cH:34][cH:35]4)[cH:19][c:20]3[cH:21][cH:22]2)[cH:4][cH:5][c:6]1-[c:7]1[cH:8][cH:9][cH:10][cH:11][cH:12]1.